Dataset: the Open Reaction Database (ORD), a public repository of structured organic reaction records. Task: describe an organic reaction: reactants, conditions, products, and yield Reactants: CI (methyl iodide), C[Si]([C@H]1O[C@H]1C1=CC2=CC=CC=C2C=C1)(C)C (Trimethyl[(2R,3S)-3-(naphthalene-2-yl) oxirane-2-yl]silane), C(CCC)[Li] (n-butyl lithium), resultant solution. Run in THF anhydride. Run at temperature -78 celsius, time 90 minute. Yields the product C[Si]([C@H]1O[C@]1(C1=CC2=CC=CC=C2C=C1)C)(C)C (trimethyl [(2R,3S)-3-methyl-3-(naphthalene-2-yl) oxirane-2-yl]silane). Yield: 71.0%. Reaction SMILES: [CH3:1][Si:2]([CH3:17])([CH3:16])[C@@H:3]1[C@H:5]([C:6]2[CH:15]=[CH:14][C:13]3[C:8](=[CH:9][CH:10]=[CH:11][CH:12]=3)[CH:7]=2)[O:4]1.[CH2:18]([Li])CCC.CI>>[CH3:1][Si:2]([CH3:17])([CH3:16])[C@@H:3]1[C@:5]([CH3:18])([C:6]2[CH:15]=[CH:14][C:13]3[C:8](=[CH:9][CH:10]=[CH:11][CH:12]=3)[CH:7]=2)[O:4]1. Procedure details: Trimethyl[(2R,3S)-3-(naphthalene-2-yl) oxirane-2-yl]silane (9.8 μg, 0.40 mmol) was dissolved in THF anhydride (1.6 mL) in a nitrogen atmosphere and the resultant solution was cooled down to −78° C. Thereinto, n-butyl lithium (2.69 molL−1 in 180.3 μL, 0.48 mmol of hexane solution) was dropped and the resultant reaction mixture was stirred at −78° C. for 90 minutes. Thereto, methyl iodide (99.8 μL, 1.60 mmol) was added and the resultant reaction mixture was stirred at −78° C. for 15 minutes. There... Starting materials: CC(C)Cn1cnc(C(=O)O)c1-c1ccccc1Br, C1CCOC1, O=C(Cl)C(=O)Cl, N. Product: CC(C)Cn1cnc(C(N)=O)c1-c1ccccc1Br. RXN SMILES: [Br:1][c:2]1[c:3](-[c:8]2[c:9]([C:17](=[O:18])[OH:19])[n:10][cH:11][n:12]2[CH2:13][CH:14]([CH3:15])[CH3:16])[cH:4][cH:5][cH:6][cH:7]1.[CH2:27]1[O:28][CH2:29][CH2:30][CH2:31]1.[Cl:20][C:21]([C:22]([Cl:23])=[O:24])=[O:25].[NH3:26]>>[Br:1][c:2]1[c:3](-[c:8]2[c:9]([C:17](=[O:19])[NH2:26])[n:10][cH:11][n:12]2[CH2:13][CH:14]([CH3:15])[CH3:16])[cH:4][cH:5][cH:6][cH:7]1. The product is S1C(=CC=C1)S(=O)CC(=O)NC1[C@@H]2N(C(=C(CS2)C(C)SC2=NN=NN2)C(=O)OC(C)(C)C)C1=O (t-butyl 7-(2-thienylsulfinylacetamido)-3-(1-methyl-1H-tetrazol-5-ylthiomethyl)-3-cephem-4-carboxylate). Run at temperature 25 celsius, time 2 hour. RXN SMILES: [NH2:1][CH:2]1[C:24](=[O:25])[N:4]2[C:5]([C:17]([O:19][C:20]([CH3:23])([CH3:22])[CH3:21])=[O:18])=[C:6]([CH:9]([S:11][C:12]3[NH:16][N:15]=[N:14][N:13]=3)[CH3:10])[CH2:7][S:8][C@H:3]12.C1(N=C=NC2CCCCC2)CCCCC1.[S:41]1[CH:45]=[CH:44][CH:43]=[C:42]1[S:46]([CH2:48][C:49](O)=[O:50])=[O:47]>C1C=CC=CC=1>[S:41]1[CH:45]=[CH:44][CH:43]=[C:42]1[S:46]([CH2:48][C:49]([NH:1][CH:2]1[C:24](=[O:25])[N:4]2[C:5]([C:17]([O:19][C:20]([CH3:21])([CH3:23])[CH3:22])=[O:18])=[C:6]([CH:9]([S:11][C:12]3[NH:13][N:14]=[N:15][N:16]=3)[CH3:10])[CH2:7][S:8][C@H:3]12)=[O:50])=[O:47]. Procedure: 154 mg of t-butyl 7-amino-3-(1-methyl-1H-tetrazol-5-ylthiomethyl)-3-cephem-4-carboxylate and 83 mg of dicyclohexylcarbodiimide were dissolved in 5 ml of benzene, and 76 mg of 2-thienylsulfinylacetic acid ([α]D22° :+11.0°, C=1.00, ethanol) was added to the solution. This liquid reaction mixture was agitated at 25° C. for 2 hours. The mixture was filtered, made adsorbed on 2 g of silica gel and subjected to chromatography using benzene-ethyl acetate (50:50) on 20 g of silica gel to obtain 145 mg o... Reactants: NC1[C@@H]2N(C(=C(CS2)C(C)SC2=NN=NN2)C(=O)OC(C)(C)C)C1=O (t-butyl 7-amino-3-(1-methyl-1H-tetrazol-5-ylthiomethyl)-3-cephem-4-carboxylate), C1(CCCCC1)N=C=NC1CCCCC1 (dicyclohexylcarbodiimide), S1C(=CC=C1)S(=O)CC(=O)O (2-thienylsulfinylacetic acid). Yield: 65.2%. Solvent: C1=CC=CC=C1 (benzene).